describe an organic reaction: reactants, conditions, products, and yield From a dataset of the Open Reaction Database (ORD), a public repository of structured organic reaction records. Starting materials: CO, Cl, O=C(O)C1(c2ccccc2)CCCCCCC1. Yields the product COC(=O)C1(c2ccccc2)CCCCCCC1. As a reaction SMILES: [CH3:19][OH:20].[ClH:18].[c:1]1([C:7]2([C:15](=[O:16])[OH:17])[CH2:8][CH2:9][CH2:10][CH2:11][CH2:12][CH2:13][CH2:14]2)[cH:2][cH:3][cH:4][cH:5][cH:6]1>>[c:1]1([C:7]2([C:15](=[O:16])[O:17][CH3:19])[CH2:8][CH2:9][CH2:10][CH2:11][CH2:12][CH2:13][CH2:14]2)[cH:2][cH:3][cH:4][cH:5][cH:6]1. Reactants: COc1cc(CCl)c(OC)c2ccccc12, CC(C)(C)OC(=O)N1CCC(c2ccc(OCCCCc3ccccc3)cc2)C(O)C1. Reaction SMILES: [Cl:32][CH2:33][c:34]1[c:35]([O:46][CH3:47])[c:36]2[cH:37][cH:38][cH:39][cH:40][c:41]2[c:42]([O:44][CH3:45])[cH:43]1.[OH:1][CH:2]1[CH2:3][N:4]([C:25](=[O:26])[O:27][C:28]([CH3:29])([CH3:30])[CH3:31])[CH2:5][CH2:6][CH:7]1[c:8]1[cH:9][cH:10][c:11]([O:14][CH2:15][CH2:16][CH2:17][CH2:18][c:19]2[cH:20][cH:21][cH:22][cH:23][cH:24]2)[cH:12][cH:13]1>>[O:1]([CH:2]1[CH2:3][N:4]([C:25](=[O:26])[O:27][C:28]([CH3:29])([CH3:30])[CH3:31])[CH2:5][CH2:6][CH:7]1[c:8]1[cH:9][cH:10][c:11]([O:14][CH2:15][CH2:16][CH2:17][CH2:18][c:19]2[cH:20][cH:21][cH:22][cH:23][cH:24]2)[cH:12][cH:13]1)[CH2:33][c:34]1[c:35]([O:46][CH3:47])[c:36]2[cH:37][cH:38][cH:39][cH:40][c:41]2[c:42]([O:44][CH3:45])[cH:43]1. Product: COc1cc(COC2CN(C(=O)OC(C)(C)C)CCC2c2ccc(OCCCCc3ccccc3)cc2)c(OC)c2ccccc12. The reactants are [H-].[Na+] (sodium hydride), C(C(C)C)OC(C)ONC(=O)C=1C=NC(=NC1)N1CC2C(C2C1)NCC1=CC2=CC=CC=C2C=C1 (N-(1-Isobutoxyethoxy) 2-{6-[(naphthalen-2-ylmethyl)-amino]-3-azabicyclo[3.1.0]hex-3-yl}-pyrimidine-5-carboxamide), BrCCN(CC)CC ((2-bromoethyl)-N,N-diethylamine). Run in CN(C)C=O (DMF). Run at time 15 minute. The product is C(C(C)C)OC(C)ONC(=O)C=1C=NC(=NC1)N1CC2C(C2C1)N(CC1=CC2=CC=CC=C2C=C1)CCN(CC)CC (N-(1-Isobutoxyethoxy) 2-{6-[(2-diethylamino-ethyl)naphthalen-2-ylmethylamino]-3-azabicyclo[3.1.0]hex-3-yl}pyrimidine-5-carboxamide). The yield is 28.5%. Reaction SMILES: [CH2:1]([O:5][CH:6]([O:8][NH:9][C:10]([C:12]1[CH:13]=[N:14][C:15]([N:18]2[CH2:23][CH:22]3[CH:20]([CH:21]3[NH:24][CH2:25][C:26]3[CH:35]=[CH:34][C:33]4[C:28](=[CH:29][CH:30]=[CH:31][CH:32]=4)[CH:27]=3)[CH2:19]2)=[N:16][CH:17]=1)=[O:11])[CH3:7])[CH:2]([CH3:4])[CH3:3].[H-].[Na+].Br[CH2:39][CH2:40][N:41]([CH2:44][CH3:45])[CH2:42][CH3:43]>CN(C=O)C>[CH2:1]([O:5][CH:6]([O:8][NH:9][C:10]([C:12]1[CH:13]=[N:14][C:15]([N:18]2[CH2:19][CH:20]3[CH:22]([CH:21]3[N:24]([CH2:39][CH2:40][N:41]([CH2:44][CH3:45])[CH2:42][CH3:43])[CH2:25][C:26]3[CH:35]=[CH:34][C:33]4[C:28](=[CH:29][CH:30]=[CH:31][CH:32]=4)[CH:27]=3)[CH2:23]2)=[N:16][CH:17]=1)=[O:11])[CH3:7])[CH:2]([CH3:4])[CH3:3] |f:1.2|. Procedure: N-(1-Isobutoxyethoxy) 2-{6-[(naphthalen-2-ylmethyl)-amino]-3-azabicyclo[3.1.0]hex-3-yl}-pyrimidine-5-carboxamide (52 mg, 0.11 mmol) was dissolved in anhydrous DMF (2 ml) and cooled over ice. To the solution was added sodium hydride (13 mg, 0.55 mmol-60% dispersion in mineral oil) and the mixture was stirred for 15 min. To the stirring mixture was then added (2-bromoethyl)-N,N-diethylamine (22 mg, 0.12 mmol). After stirring for 30 min, the reaction was quenched by the careful addition of water an... Reactants: C(#N)C1=CC=C(C=C1)B(O)O (4-cyanophenylboronic acid), BrC=1C(=C(C=CC1)N(CCC)CC1=CC(=C(OCC(=O)OCC)C=C1)C)C (ethyl (4-{[(3-bromo-2-methylphenyl)(propyl)amino]methyl}-2-methylphenoxy)acetate). The product is C(#N)C1=CC=C(C=C1)C1=C(C(=CC=C1)N(CCC)CC1=CC(=C(OCC(=O)O)C=C1)C)C ((4-{[(4′-Cyano-2-methyl-1,1′-biphenyl-3-yl)(propyl)amino]methyl}-2-methylphenoxy)acetic acid). As a reaction SMILES: [C:1]([C:3]1[CH:8]=[CH:7][C:6](B(O)O)=[CH:5][CH:4]=1)#[N:2].Br[C:13]1[C:14]([CH3:38])=[C:15]([N:19]([CH2:23][C:24]2[CH:36]=[CH:35][C:27]([O:28][CH2:29][C:30]([O:32]CC)=[O:31])=[C:26]([CH3:37])[CH:25]=2)[CH2:20][CH2:21][CH3:22])[CH:16]=[CH:17][CH:18]=1>>[C:1]([C:3]1[CH:8]=[CH:7][C:6]([C:13]2[CH:18]=[CH:17][CH:16]=[C:15]([N:19]([CH2:23][C:24]3[CH:36]=[CH:35][C:27]([O:28][CH2:29][C:30]([OH:32])=[O:31])=[C:26]([CH3:37])[CH:25]=3)[CH2:20][CH2:21][CH3:22])[C:14]=2[CH3:38])=[CH:5][CH:4]=1)#[N:2]. Reported procedure: Prepared from 4-cyanophenylboronic acid and ethyl (4-{[(3-bromo-2-methylphenyl)(propyl)amino]methyl}-2-methylphenoxy)acetate using the procedure described for Example 25 (Method A). Reactants: C(C)(C)(C)C1=C(N)C(=CC=C1)C (2-tert-butyl-6-methylaniline), CN(C(=O)Cl)C1C(CCCC1)C1=CC=CC=C1 (N-methyl-N-(2-phenylcyclohexyl)carbamoylchloride). Solvent: N1=CC=CC=C1 (pyridine), ClCCl (dichloromethane). The product is C(C)(C)(C)C1=C(C(=CC=C1)C)NC(=O)N(C1C(CCCC1)C1=CC=CC=C1)C (N-(2-tert-butyl-6-methylphenyl)-N'-methyl-N'-(2-phenylcyclohexyl)urea). As a reaction SMILES: [C:1]([C:5]1[CH:11]=[CH:10][CH:9]=[C:8]([CH3:12])[C:6]=1[NH2:7])([CH3:4])([CH3:3])[CH3:2].[CH3:13][N:14]([CH:18]1[CH2:23][CH2:22][CH2:21][CH2:20][CH:19]1[C:24]1[CH:29]=[CH:28][CH:27]=[CH:26][CH:25]=1)[C:15](Cl)=[O:16]>N1C=CC=CC=1.ClCCl>[C:1]([C:5]1[CH:11]=[CH:10][CH:9]=[C:8]([CH3:12])[C:6]=1[NH:7][C:15]([N:14]([CH3:13])[CH:18]1[CH2:23][CH2:22][CH2:21][CH2:20][CH:19]1[C:24]1[CH:25]=[CH:26][CH:27]=[CH:28][CH:29]=1)=[O:16])([CH3:4])([CH3:3])[CH3:2]. Reported procedure: To a solution of 0.82 g of 2-tert-butyl-6-methylaniline in pyridine is added a solution of 1.2 g of N-methyl-N-(2-phenylcyclohexyl)carbamoylchloride in dichloromethane dropwise. The mixture is stirred at room temperature until starting compounds disappear on TLC. The mixture is concentrated and the residue is dissolved in ethyl ether. The solution is washed with diluted hydrochloric acid, aqueous sodium hydrogencarbonate solution and brine. The organic layer is dried over sodium sulfate and filt... Reaction conditions: temperature 50 celsius. Yield: 7.2%. Reported procedure: 2-(Butyloxy)-9-(4-chlorobutyl)-8-(methyloxy)-9H-purin-6-amine (100 mg, 0.305 mmol), azetidine (0.021 ml, 0.305 mmol) and N,N-diisopropylethylamine (0.107 ml, 0.610 mmol) were dissolved in DMF (2 ml) and heated at 50° C. for 48 hours. LCMS indicated the reaction to be incomplete and additional azetidine (0.021 ml, 0.305 mmol) and N,N-diisopropylethylamine (0.107 ml, 0.610 mmol) were added and the reaction mixture heated at 50° C. for a further 48 hours. The mixture was then partitioned between DC... Yields the product N1(CCC1)CCCCN1C2=NC(=NC(=C2N=C1OC)N)OCCCC (9[4-(1-Azetidinyl)butyl]-2-(butyloxy)-8-(methyloxy)-9H-purin-6-amine). The solvent is CN(C)C=O (DMF). Reaction SMILES: [CH2:1]([O:5][C:6]1[N:14]=[C:13]2[C:9]([N:10]=[C:11]([O:20][CH3:21])[N:12]2[CH2:15][CH2:16][CH2:17][CH2:18]Cl)=[C:8]([NH2:22])[N:7]=1)[CH2:2][CH2:3][CH3:4].[NH:23]1[CH2:26][CH2:25][CH2:24]1.C(N(CC)C(C)C)(C)C>CN(C=O)C>[N:23]1([CH2:18][CH2:17][CH2:16][CH2:15][N:12]2[C:11]([O:20][CH3:21])=[N:10][C:9]3[C:13]2=[N:14][C:6]([O:5][CH2:1][CH2:2][CH2:3][CH3:4])=[N:7][C:8]=3[NH2:22])[CH2:26][CH2:25][CH2:24]1. The reactants are C(CCC)OC1=NC(=C2N=C(N(C2=N1)CCCCCl)OC)N (2-(Butyloxy)-9-(4-chlorobutyl)-8-(methyloxy)-9H-purin-6-amine), N1CCC1 (azetidine), C(C)(C)N(C(C)C)CC (N,N-diisopropylethylamine), N1CCC1 (azetidine), C(C)(C)N(C(C)C)CC (N,N-diisopropylethylamine). Reactants: CN1CCNCC1 (1-methyl-piperazine), C1(=CC=CC=C1)S(=O)(=O)C=1C(=NN2C1N=C(C=C2Cl)Cl)SC (3-benzenesulphonyl-5,7-dichloro-2-methylsulphanyl-pyrazolo[1,5-a]-pyrimidine), C(=O)(O)[O-].[Na+] (NaHCO3), ice water. The solvent is C(Cl)Cl (CH2Cl2), C(Cl)Cl (CH2Cl2). Reaction conditions: time 1 hour. The product is C1(=CC=CC=C1)S(=O)(=O)C=1C(=NN2C1N=C(C=C2N2CCN(CC2)C)Cl)SC (3-benzenesulphonyl-5-chloro-7-(4-methyl-piperazin-1-yl)-2-methylsulphanyl-pyrazolo[1,5-a]pyrimidine). Yield: 86.8%. As a reaction SMILES: [CH3:1][N:2]1[CH2:7][CH2:6][NH:5][CH2:4][CH2:3]1.[C:8]1([S:14]([C:17]2[C:18]([S:28][CH3:29])=[N:19][N:20]3[C:25](Cl)=[CH:24][C:23]([Cl:27])=[N:22][C:21]=23)(=[O:16])=[O:15])[CH:13]=[CH:12][CH:11]=[CH:10][CH:9]=1.C([O-])(O)=O.[Na+]>C(Cl)Cl>[C:8]1([S:14]([C:17]2[C:18]([S:28][CH3:29])=[N:19][N:20]3[C:25]([N:5]4[CH2:6][CH2:7][N:2]([CH3:1])[CH2:3][CH2:4]4)=[CH:24][C:23]([Cl:27])=[N:22][C:21]=23)(=[O:16])=[O:15])[CH:9]=[CH:10][CH:11]=[CH:12][CH:13]=1 |f:2.3|. Procedure details: 0.1 g (1 mmol) of 1-methyl-piperazine in 3 ml of CH2Cl2 was added to a solution of 0.37 g (1 mmol) of 3-benzenesulphonyl-5,7-dichloro-2-methylsulphanyl-pyrazolo[1,5-a]-pyrimidine in 20 ml of CH2Cl2 and stirred at RT for 1 hr. The mixture was poured on to ice-water, adjusted to pH8 with NaHCO3 solution and extracted three times with 30 ml of CH2Cl2. The combined organic phases were dried (MgSO4), filtered and evaporated. Subsequent chromatography (silica gel, CH2Cl2/MeOH 4:1) yielded 0.38 g (86%)... Yields the product S1C(=NC2=NC=CC=C21)OC2=CC1=C(C(=CO1)CCOS(=O)(=O)C)C=C2 (Methanesulfonic acid 2-[6-(thiazolo[4,5-b]pyridin-2-yloxy)-benzofuran-3-yl]-ethyl ester). The reactants are S1C(=NC2=NC=CC=C21)OC2=CC1=C(C(=CO1)CCO)C=C2 (2-[6-(thiazolo[4,5-b]pyridin-2-yloxy)-benzofuran-3-yl]-ethanol), CCN(C(C)C)C(C)C (DIEA), O(S(=O)(=O)C)S(=O)(=O)C (Ms2O). As a reaction SMILES: [S:1]1[C:9]2[C:4](=[N:5][CH:6]=[CH:7][CH:8]=2)[N:3]=[C:2]1[O:10][C:11]1[CH:22]=[CH:21][C:14]2[C:15]([CH2:18][CH2:19][OH:20])=[CH:16][O:17][C:13]=2[CH:12]=1.CCN(C(C)C)C(C)C.[O:32](S(C)(=O)=O)[S:33]([CH3:36])(=O)=[O:34]>C(Cl)Cl.CN(C)C1C=CN=CC=1>[S:1]1[C:9]2[C:4](=[N:5][CH:6]=[CH:7][CH:8]=2)[N:3]=[C:2]1[O:10][C:11]1[CH:22]=[CH:21][C:14]2[C:15]([CH2:18][CH2:19][O:20][S:33]([CH3:36])(=[O:34])=[O:32])=[CH:16][O:17][C:13]=2[CH:12]=1. The yield is 102.5%. Reaction conditions: time 15 minute. The solvent is C(Cl)Cl (DCM), C(Cl)Cl (DCM). Reported procedure: To a solution of 2-[6-(thiazolo[4,5-b]pyridin-2-yloxy)-benzofuran-3-yl]-ethanol (0.4 g, 1.3 mmol) in DCM (13 mL) was added 4-dimethylaminopyridine (16 mg, 0.13 mmol), DIEA (0.27 mL, 1.5 mmol) and Ms2O (0.27 g, 1.5 mmol) and the resulting solution was stirred (rt, 15 min). The reaction mixture was diluted with DCM (40 mL). The organic layer was washed with saturated NH4Cl (2×50 mL), brine (2×50 mL), dried, filtered and concentrated in vacuo to provide the title compound as a clear oil (0.52 g, 10... The reagents and catalysts are CN(C1=CC=NC=C1)C (4-dimethylaminopyridine). The reactants are CON(C(=O)C1=NN2C(N=C(C=C2N(C(OC(C)(C)C)=O)C2CCOCC2)N2CCCC2)=C1)C (tert-butyl (2-{[methoxy(methyl)amino]carbonyl}-5-pyrrolidin-1-ylpyrazolo[1,5-a]pyrimidin-7-yl)tetrahydro-2H-pyran-4-ylcarbamate), C(C)[Mg]Br (ethylmagnesium bromide), [Cl-].[NH4+] (ammonium chloride). Run in O1CCCC1 (tetrahydrofuran). Conditions: time 20 minute. Product: C(CC)(=O)C1=NN2C(N=C(C=C2N(C(OC(C)(C)C)=O)C2CCOCC2)N2CCCC2)=C1 (tert-butyl (2-propionyl-5-pyrrolidin-1-ylpyrazolo[1,5-a]pyrimidin-7-yl)tetrahydro-2H-pyran-4-ylcarbamate). Reaction SMILES: CON(C)[C:4]([C:6]1[CH:33]=[C:9]2[N:10]=[C:11]([N:28]3[CH2:32][CH2:31][CH2:30][CH2:29]3)[CH:12]=[C:13]([N:14]([CH:22]3[CH2:27][CH2:26][O:25][CH2:24][CH2:23]3)[C:15](=[O:21])[O:16][C:17]([CH3:20])([CH3:19])[CH3:18])[N:8]2[N:7]=1)=[O:5].[CH2:35]([Mg]Br)[CH3:36].[Cl-].[NH4+]>O1CCCC1>[C:4]([C:6]1[CH:33]=[C:9]2[N:10]=[C:11]([N:28]3[CH2:32][CH2:31][CH2:30][CH2:29]3)[CH:12]=[C:13]([N:14]([CH:22]3[CH2:23][CH2:24][O:25][CH2:26][CH2:27]3)[C:15](=[O:21])[O:16][C:17]([CH3:20])([CH3:19])[CH3:18])[N:8]2[N:7]=1)(=[O:5])[CH2:35][CH3:36] |f:2.3|. Procedure details: To a solution of tert-butyl (2-{[methoxy(methyl)amino]carbonyl}-5-pyrrolidin-1-ylpyrazolo[1,5-a]pyrimidin-7-yl)tetrahydro-2H-pyran-4-ylcarbamate (2.22 g, 4.68 mmol) in tetrahydrofuran (50 mL) was added ethylmagnesium bromide solution (1M in tetrahydrofuran, 14.0 mL, 14.0 mmol) at 0° C. After being stirred for 20 min at same temperature, the reaction mixture was poured into saturated ammonium chloride. The mixture was extracted with chloroform. The organic layer was dried over sodium sulfate, fil...